Dataset: the Open Reaction Database (ORD), a public repository of structured organic reaction records. Task: describe an organic reaction: reactants, conditions, products, and yield Product: FC([C@@H]1CC[C@H](CC1)C(=O)N1[C@H](CCC1)COC=1C(=NC=CC1)C(=O)N)(F)F (3-(((R)-1-(trans-4-(trifluoromethyl)cyclohexanecarbonyl)pyrrolidin-2-yl)methoxy)picolinamide). Reactants: Cl.Cl.N1[C@H](CCC1)COC=1C(=NC=CC1)C(=O)N ((R)-3-(pyrrolidin-2-ylmethoxy)picolinamide dihydrochloride), FC([C@@H]1CC[C@H](CC1)C(=O)O)(F)F (trans-4-(trifluoromethyl)cyclohexanecarboxylic acid), COC=1C=C(C(=NC1)C(=O)O)OC[C@@H]1N(CCC1)C(=O)[C@@H]1CC[C@H](CC1)C(F)(F)F (5-methoxy-3-(((R)-1-(trans-4-(trifluoromethyl)cyclohexanecarbonyl)pyrrolidin-2-yl)methoxy)picolinic acid). As a reaction SMILES: Cl.Cl.[NH:3]1[CH2:7][CH2:6][CH2:5][C@@H:4]1[CH2:8][O:9][C:10]1[C:11]([C:16]([NH2:18])=[O:17])=[N:12][CH:13]=[CH:14][CH:15]=1.[F:19][C:20]([F:31])([F:30])[C@H:21]1[CH2:26][CH2:25][C@H:24]([C:27](O)=[O:28])[CH2:23][CH2:22]1.COC1C=C(OC[C@H]2CCCN2C([C@H]2CC[C@H](C(F)(F)F)CC2)=O)C(C(O)=O)=NC=1>>[F:19][C:20]([F:30])([F:31])[C@H:21]1[CH2:22][CH2:23][C@H:24]([C:27]([N:3]2[CH2:7][CH2:6][CH2:5][C@@H:4]2[CH2:8][O:9][C:10]2[C:11]([C:16]([NH2:18])=[O:17])=[N:12][CH:13]=[CH:14][CH:15]=2)=[O:28])[CH2:25][CH2:26]1 |f:0.1.2|. Reported procedure: The title compound was prepared according to the procedure described in Step 5 of EXAMPLE 31 using (R)-3-(pyrrolidin-2-ylmethoxy)picolinamide dihydrochloride (EXAMPLE 1 Step 3) and trans-4-(trifluoromethyl)cyclohexanecarboxylic acid instead of ammonium chloride and 5-methoxy-3-(((R)-1-(trans-4-(trifluoromethyl)cyclohexanecarbonyl)pyrrolidin-2-yl)methoxy)picolinic acid. The reactants are C(CCCCCN=C=O)N=C=O (hexamethylene diisocyanate), C(C(=C)C)(=O)OCCO (hydroxyethyl methacrylate). Yields the product C(C=C)(=O)O.NC(=O)OCC (urethane acrylate). Reaction SMILES: C(N=C=O)CCCCC[N:7]=C=O.[C:13]([O:18][CH2:19][CH2:20]O)(=[O:17])[C:14](C)=[CH2:15]>>[C:13]([OH:18])(=[O:17])[CH:14]=[CH2:15].[NH2:7][C:13]([O:18][CH2:19][CH3:20])=[O:17] |f:2.3|. Procedure details: A urethane acrylate was synthesized as in the Examples using 336 g (four equvalents) of hexamethylene diisocyanate and 533 g (4.1 moles) of hydroxyethyl methacrylate. The reactants are C1(CCCCC1)N([C@@H]1CNCC1)C(C(C)C)=O ((3S)-3-[cyclohexyl(isobutyryl)amino]pyrrolidine), C(=O)(OC(C)(C)C)N[C@@H](C(=O)NN1CC(C1)NC1CCCCC1)CC1=CC=C(C=C1)Cl ((2R)-2-(BOC)amino-N-[3-(cyclohexylamino)azetidine-1-yl]-3-(4-chlorophenyl)propionamide), C(=O)(OC(C)(C)C)N[C@@H](C(=O)NN1CC(C1)NC1CCCCC1)CC1=CC=C(C=C1)Cl ((2R)-2-(BOC)amino-N-[3-(cyclohexylamino)azetidine-1-yl]-3-(4-chlorophenyl)propionamide). The solvent is C(C(C)C)(=O)Cl (isobutyrylchloride). The product is C(=O)(OC(C)(C)C)N[C@@H](C(=O)NN1CC(C1)N(C(C(C)C)=O)C1CCCCC1)CC1=CC=C(C=C1)Cl ((2R)-2-(BOC)amino-N-{3-[cyclohexyl(isobutyryl)amino]azetidine-1-yl}-3-(4-chlorophenyl)propionamide). Reaction SMILES: [CH:1]1([N:7]([C:13](=[O:17])[CH:14]([CH3:16])[CH3:15])[C@H:8]2[CH2:12]C[NH:10][CH2:9]2)[CH2:6][CH2:5][CH2:4][CH2:3][CH2:2]1.[C:18]([NH:25][C@H:26]([CH2:41][C:42]1[CH:47]=[CH:46][C:45]([Cl:48])=[CH:44][CH:43]=1)[C:27]([NH:29]N1CC(NC2CCCCC2)C1)=[O:28])([O:20][C:21]([CH3:24])([CH3:23])[CH3:22])=[O:19]>C(Cl)(=O)C(C)C>[C:18]([NH:25][C@H:26]([CH2:41][C:42]1[CH:47]=[CH:46][C:45]([Cl:48])=[CH:44][CH:43]=1)[C:27]([NH:29][N:10]1[CH2:9][CH:8]([N:7]([CH:1]2[CH2:2][CH2:3][CH2:4][CH2:5][CH2:6]2)[C:13](=[O:17])[CH:14]([CH3:15])[CH3:16])[CH2:12]1)=[O:28])([O:20][C:21]([CH3:23])([CH3:24])[CH3:22])=[O:19]. Procedure details: The title compound was prepared following the procedure described in Step A of Intermediate 36 using (2R)-2-(BOC)amino-N-[3-(cyclohexylamino)azetidine-1-yl]-3-(4-chlorophenyl)propionamide prepared in Intermediate 202 and isobutyrylchloride. Reactants: ClC=1C=C(C=CC1F)NC=1C2=C(N=CN1)SC1=C2CCN(C1)C(\C=C\[C@H]1NCCC1)=O (N-(3-Chloro-4-fluorophenyl)-7-{(2E)-3-[(2S)-pyrrolidin-2-yl]prop-2-enoyl}-5,6,7,8-tetrahydropyrido[4′,3′:4,5]thieno[2,3-d]pyrimidin-4-amine), C([O-])([O-])=O.[K+].[K+] (potassium carbonate), IC (iodomethane). Solvent: CN(C)C=O (DMF), C(C)(=O)OCC (ethyl acetate). Conditions: time 8 hour. Product: ClC=1C=C(C=CC1F)NC=1C2=C(N=CN1)SC1=C2CCN(C1)C(\C=C\[C@H]1N(CCC1)C)=O (N-(3-Chloro-4-fluorophenyl)-7-{(2E)-3-[(2S)-1-methylpyrrolidin-2-yl]prop-2-enoyl}-5,6,7,8-tetrahydropyrido[4′,3′:4,5]thieno[2,3-d]pyrimidin-4-amine). The yield is 13.0%. Reaction SMILES: [Cl:1][C:2]1[CH:3]=[C:4]([NH:9][C:10]2[C:11]3[C:18]4[CH2:19][CH2:20][N:21]([C:23](=[O:31])/[CH:24]=[CH:25]/[C@@H:26]5[CH2:30][CH2:29][CH2:28][NH:27]5)[CH2:22][C:17]=4[S:16][C:12]=3[N:13]=[CH:14][N:15]=2)[CH:5]=[CH:6][C:7]=1[F:8].[C:32](=O)([O-])[O-].[K+].[K+].IC>CN(C=O)C.C(OCC)(=O)C>[Cl:1][C:2]1[CH:3]=[C:4]([NH:9][C:10]2[C:11]3[C:18]4[CH2:19][CH2:20][N:21]([C:23](=[O:31])/[CH:24]=[CH:25]/[C@@H:26]5[CH2:30][CH2:29][CH2:28][N:27]5[CH3:32])[CH2:22][C:17]=4[S:16][C:12]=3[N:13]=[CH:14][N:15]=2)[CH:5]=[CH:6][C:7]=1[F:8] |f:1.2.3|. Procedure details: To a solution of N-(3-Chloro-4-fluorophenyl)-7-{(2E)-3-[(25)-pyrrolidin-2-yl]prop-2-enoyl}-5,6,7,8-tetrahydropyrido[4′,3′:4,5]thieno[2,3-d]pyrimidin-4-amine from Example 13 (60 mg, 0.13 mmol) in DMF (1 mL) was added potassium carbonate (27 mg, 0.20 mmol) and iodomethane (20 mg, 0.14 mmol), and the mixture was stirred overnight at rt. The reaction mixture was diluted with ethyl acetate and extracted with water. The organic layer was dried over sodium sulfate, and the solvent was removed in vacuo.... Reactants: CC(C)(OC(=O)NC(CC1=C(C=C(C=C1C)O)C)C(=O)N[C@H](C)C(=O)NC1CCC2=CC=CC=C12)C (N-[(1,1-dimethylethoxy)carbonyl]-2,6-dimethyl-DL-tyrosyl-N-(2,3-dihydro-1H-inden-1-yl)-D-alaninamide), Cl (HCl). The product is Cl.CC1=C(CC(N)C(=O)N[C@H](C)C(=O)NC2CCC3=CC=CC=C23)C(=CC(=C1)O)C (2,6-dimethyl-DL-tyrosyl-N-(2,3-dihydro-1H-inden-1-yl)-D-alaninamide, monohydrochloride). RXN SMILES: CC(C)(OC([NH:7][CH:8]([C:19]([NH:21][C@@H:22]([C:24]([NH:26][CH:27]1[C:35]2[C:30](=[CH:31][CH:32]=[CH:33][CH:34]=2)[CH2:29][CH2:28]1)=[O:25])[CH3:23])=[O:20])[CH2:9][C:10]1[C:15]([CH3:16])=[CH:14][C:13]([OH:17])=[CH:12][C:11]=1[CH3:18])=O)C.[ClH:37]>>[ClH:37].[CH3:16][C:15]1[CH:14]=[C:13]([OH:17])[CH:12]=[C:11]([CH3:18])[C:10]=1[CH2:9][CH:8]([C:19]([NH:21][C@@H:22]([C:24]([NH:26][CH:27]1[C:35]2[C:30](=[CH:31][CH:32]=[CH:33][CH:34]=2)[CH2:29][CH2:28]1)=[O:25])[CH3:23])=[O:20])[NH2:7] |f:2.3|. Reported procedure: The title compound of Example 18 was deblocked and converted to its HCl salt by the method of Example 6.